describe an organic reaction: reactants, conditions, products, and yield From a dataset of the Open Reaction Database (ORD), a public repository of structured organic reaction records. Starting materials: C(C1=CC=CC=C1)OC1=C(C(=S)NC2=CC=C(C=C2)N2CCOCC2)C=C(C(=C1)OCC1=CC=CC=C1)C(C)C (2,4-bis-benzyloxy-5-isopropyl-N-[4-(morpholin-4-yl)-phenyl]thiobenzamide), NN (hydrazine). Solvent: C(C)O (ethanol). The product is C(C1=CC=CC=C1)OC1=C(C=C(C(=C1)OCC1=CC=CC=C1)C(C)C)C(NC1=CC=C(C=C1)N1CCOCC1)=NN (2,4-bis-benzyloxy-5-isopropyl-N-[4-(morpholin-4-yl)-phenyl]-benzene-carbohydrazonamide). RXN SMILES: [CH2:1]([O:8][C:9]1[CH:29]=[C:28]([O:30][CH2:31][C:32]2[CH:37]=[CH:36][CH:35]=[CH:34][CH:33]=2)[C:27]([CH:38]([CH3:40])[CH3:39])=[CH:26][C:10]=1[C:11]([NH:13][C:14]1[CH:19]=[CH:18][C:17]([N:20]2[CH2:25][CH2:24][O:23][CH2:22][CH2:21]2)=[CH:16][CH:15]=1)=S)[C:2]1[CH:7]=[CH:6][CH:5]=[CH:4][CH:3]=1.[NH2:41][NH2:42]>C(O)C>[CH2:1]([O:8][C:9]1[CH:29]=[C:28]([O:30][CH2:31][C:32]2[CH:37]=[CH:36][CH:35]=[CH:34][CH:33]=2)[C:27]([CH:38]([CH3:40])[CH3:39])=[CH:26][C:10]=1[C:11](=[N:41][NH2:42])[NH:13][C:14]1[CH:19]=[CH:18][C:17]([N:20]2[CH2:25][CH2:24][O:23][CH2:22][CH2:21]2)=[CH:16][CH:15]=1)[C:2]1[CH:7]=[CH:6][CH:5]=[CH:4][CH:3]=1. Reported procedure: 2,4-bis-benzyloxy-5-isopropyl-N-[4-(morpholin-4-yl)-phenyl]thiobenzamide (F370-IM3; crude product, 4.2 g) was suspended in ethanol (30 mL), mixed with 80% aqueous hydrazine solution (15 mL) and heated under reflux for 4 hours. At this time, it was observed that the suspension was decolored and became a homogeneous solution. After cooling to room temperature, the reaction mixture was concentrated under reduced pressure and the residue thus obtained (crude F370-IM4) was used for the next reaction ... The reactants are Cl.Cl.C(C1=CC=CC=C1)N1CCC(CC1)NCC1=C(C=CC=C1)[N+](=O)[O-] (1-benzyl-4-[N-(o-nitrobenzyl)-amino]-piperidine dihydrochloride). Reagents/catalysts: [Pd] (Pd-C). Run in O (water). Yields the product Cl.Cl.Cl.C(C1=CC=CC=C1)N1CCC(CC1)NCC1=C(C=CC=C1)N (1-Benzyl-4-[N-(o-aminobenzyl)-amino]-piperidine trihydrochloride). The yield is 139.2%. As a reaction SMILES: [ClH:1].Cl.[CH2:3]([N:10]1[CH2:15][CH2:14][CH:13]([NH:16][CH2:17][C:18]2[CH:23]=[CH:22][CH:21]=[CH:20][C:19]=2[N+:24]([O-])=O)[CH2:12][CH2:11]1)[C:4]1[CH:9]=[CH:8][CH:7]=[CH:6][CH:5]=1>[Pd].O>[ClH:1].[ClH:1].[ClH:1].[CH2:3]([N:10]1[CH2:11][CH2:12][CH:13]([NH:16][CH2:17][C:18]2[CH:23]=[CH:22][CH:21]=[CH:20][C:19]=2[NH2:24])[CH2:14][CH2:15]1)[C:4]1[CH:5]=[CH:6][CH:7]=[CH:8][CH:9]=1 |f:0.1.2,5.6.7.8|. Procedure: In this reference example, 31.8 g of 1-benzyl-4-[N-(o-nitrobenzyl)-amino]-piperidine dihydrochloride, 3.2 g of 10% Pd-C and 500 ml of water are mixed and stirred at room temperature. Then, about 6 l of hydrogen gas is absorbed by the mixture. Then the reaction is discontinued and the Pd-C is removed by filtration. The aqueous solution is adjusted to pH 11 with an aqueous sodium hydroxide and then extracted with ethyl acetate. The organic layer is washed with water, dried and concentrated. The re...